Dataset: the Open Reaction Database (ORD), a public repository of structured organic reaction records. Task: describe an organic reaction: reactants, conditions, products, and yield Product: FC=1C=C(O[Si](C(C)C)(C(C)C)C(C)C)C=CC1[N+](=O)[O-] ((3-Fluoro-4-nitro-phenoxy)-triisopropyl-silane). Conditions: time 1.5 hour. Reported procedure: A mixture of 3-fluoro-4-nitro-phenol (4.94 g, 31.4 mmol), triisopropylsilyl chloride (6.40 mL, 29.9 mmol), and imidazole (4.85 g, 70.7 mmol) in 70 mL of dichloromethane is stirred for 1.5 hours. Dichloromethane (100 mL) is added and the mixture is washed with water and brine, dried (MgSO4), and concentrated under reduced pressure. The residue is purified on silica gel (120 g) eluting with a gradient of ethyl acetate in heptane (0 to 80%) to provide the title compound (8.55 g, 87%) as an oil. ES/... The reactants are FC=1C=C(C=CC1[N+](=O)[O-])O (3-fluoro-4-nitro-phenol), C(C)(C)[Si](C(C)C)(C(C)C)Cl (triisopropylsilyl chloride), N1C=NC=C1 (imidazole). Isolated yield 91.2%. The solvent is ClCCl (dichloromethane), ClCCl (Dichloromethane). RXN SMILES: [F:1][C:2]1[CH:3]=[C:4]([OH:11])[CH:5]=[CH:6][C:7]=1[N+:8]([O-:10])=[O:9].[CH:12]([Si:15](Cl)([CH:19]([CH3:21])[CH3:20])[CH:16]([CH3:18])[CH3:17])([CH3:14])[CH3:13].N1C=CN=C1>ClCCl>[F:1][C:2]1[CH:3]=[C:4]([CH:5]=[CH:6][C:7]=1[N+:8]([O-:10])=[O:9])[O:11][Si:15]([CH:19]([CH3:21])[CH3:20])([CH:16]([CH3:18])[CH3:17])[CH:12]([CH3:14])[CH3:13]. Starting materials: C([O-])([O-])=O.[K+].[K+] (potassium carbonate), CC1CCC2=CC(=C(C=C12)O)O (1-methylindane-5,6-diol), ClCC(=C)CCl (3-chloro-2-chloromethylprop-1-ene). The product is CC1CCC=2C=C3C(=CC12)OCC(CO3)=C (1-methyl-7-methylene-2,3,7,8-tetrahydro-1H,6H-5,9-dioxacyclohepta[f]indene). RXN SMILES: C(=O)([O-])[O-].[K+].[K+].[CH3:7][CH:8]1[C:16]2[C:11](=[CH:12][C:13]([OH:18])=[C:14]([OH:17])[CH:15]=2)[CH2:10][CH2:9]1.Cl[CH2:20][C:21]([CH2:23]Cl)=[CH2:22]>O1CCOCC1>[CH3:7][CH:8]1[C:16]2[CH:15]=[C:14]3[O:17][CH2:22][C:21](=[CH2:20])[CH2:23][O:18][C:13]3=[CH:12][C:11]=2[CH2:10][CH2:9]1 |f:0.1.2|. Solvent: O1CCOCC1 (dioxane). Yield: 36.4%. Reported procedure: A suspension of 25.7 g (186 mmol) of potassium carbonate were heated to reflux with stirring. At this temperature, over the course of 5 h, a mixture of 15.3 g (93.2 mmol) of 1-methylindane-5,6-diol and 11.6 g (92.8 mmol) of 3-chloro-2-chloromethylprop-1-ene dissolved in 50 ml of dioxane was added dropwise. When addition was complete, the mixture was stirred for a further 1 h under reflux and the inorganic solids precipitated out were filtered off with suction after cooling the reaction mixture. ... Reactants: O=C1COC2=C1C=CC(=C2CN2CCN(CC2)C(=O)OC(C)(C)C)OCCOC2=CC=CC=C2 (tert-butyl 4-[(3-oxo-6-(2-phenoxyethoxy)-2,3-dihydrobenzofuran-7-yl)methyl]piperazine-1-carboxylate), N1N=C(C2=CC=CC=C12)C=O (1H-indazole-3-carboxaldehyde), N1CCCCC1 (piperidine). The solvent is CO (methanol). Conditions: temperature 60 celsius, time 3 hour. Product: N1N=C(C2=CC=CC=C12)\C=C\1/OC2=C(C1=O)C=CC(=C2CN2CCN(CC2)C(=O)OC(C)(C)C)OCCOC2=CC=CC=C2 (tert-butyl (Z)-4-({2-[(1H-indazol-3-yl)methylene]-3-oxo-6-(2-phenoxyethoxy)-2,3-dihydrobenzofuran-7-yl}methyl)piperazine-1-carboxylate). Yield: 43.5%. Reaction SMILES: [O:1]=[C:2]1[C:6]2[CH:7]=[CH:8][C:9]([O:25][CH2:26][CH2:27][O:28][C:29]3[CH:34]=[CH:33][CH:32]=[CH:31][CH:30]=3)=[C:10]([CH2:11][N:12]3[CH2:17][CH2:16][N:15]([C:18]([O:20][C:21]([CH3:24])([CH3:23])[CH3:22])=[O:19])[CH2:14][CH2:13]3)[C:5]=2[O:4][CH2:3]1.[NH:35]1[C:43]2[C:38](=[CH:39][CH:40]=[CH:41][CH:42]=2)[C:37]([CH:44]=O)=[N:36]1.N1CCCCC1>CO>[NH:35]1[C:43]2[C:38](=[CH:39][CH:40]=[CH:41][CH:42]=2)[C:37](/[CH:44]=[C:3]2\[O:4][C:5]3[C:10]([CH2:11][N:12]4[CH2:17][CH2:16][N:15]([C:18]([O:20][C:21]([CH3:24])([CH3:23])[CH3:22])=[O:19])[CH2:14][CH2:13]4)=[C:9]([O:25][CH2:26][CH2:27][O:28][C:29]4[CH:30]=[CH:31][CH:32]=[CH:33][CH:34]=4)[CH:8]=[CH:7][C:6]=3[C:2]\2=[O:1])=[N:36]1. Procedure details: A solution of tert-butyl 4-[(3-oxo-6-(2-phenoxyethoxy)-2,3-dihydrobenzofuran-7-yl)methyl]piperazine-1-carboxylate (0.0720 g, 0.154 mmol) in methanol (1 mL) was added with 1H-indazole-3-carboxaldehyde (0.0225 g, 0.154 mmol) and piperidine (0.00131 g, 0.0154 mmol), and the mixture was stirred at 60° C. for 3 hours. The reaction mixture was concentrated, and the resulting residue was purified by silica gel column chromatography (chloroform/methanol) to obtain tert-butyl (Z)-4-({2-[(1H-indazol-3-yl)... The reactants are ClC1=CC(=C(C(=O)Cl)C=C1)C (4-chloro-2-methylbenzoyl chloride), ClC1=C(C=CC(=C1)Cl)C1=NC(=NC=C1C=1NC=CN1)NCCNC1=NC=C(C=C1)[N+](=O)[O-] ([4-(2,4-dichlorophenyl)-5-imidazol-2-ylpyrimidin-2-yl]{2-[(5-nitro(2-pyridyl))amino]ethyl}amine). The product is ClC1=CC(=C(C=C1)C1=NC(=NC=C1C=1NC=CN1)NCCNC1=NC=C(C=C1)[N+](=O)[O-])C ([4-(4-chloro-2-methylphenyl)-5-imidazol-2-ylpyrimidin-2-yl]{2-[(5-nitro(2-pyridyl))amino]ethyl}amine). Reaction SMILES: [Cl:1][C:2]1[CH:10]=[CH:9][C:5]([C:6](Cl)=O)=[C:4]([CH3:11])[CH:3]=1.ClC1C=C(Cl)C=CC=1C1[C:25]([C:26]2[NH:27][CH:28]=[CH:29][N:30]=2)=[CH:24][N:23]=[C:22]([NH:31][CH2:32][CH2:33][NH:34][C:35]2[CH:40]=[CH:39][C:38]([N+:41]([O-:43])=[O:42])=[CH:37][N:36]=2)[N:21]=1>>[Cl:1][C:2]1[CH:10]=[CH:9][C:5]([C:6]2[C:25]([C:26]3[NH:30][CH:29]=[CH:28][N:27]=3)=[CH:24][N:23]=[C:22]([NH:31][CH2:32][CH2:33][NH:34][C:35]3[CH:40]=[CH:39][C:38]([N+:41]([O-:43])=[O:42])=[CH:37][N:36]=3)[N:21]=2)=[C:4]([CH3:11])[CH:3]=1. Procedure details: [4-(4-chloro-2-methylphenyl)-5-imidazol-2-ylpyrimidin-2-yl]{2-[(5-nitro(2-pyridyl))amino]ethyl}amine was prepared from 4-chloro-2-methylbenzoyl chloride using the general method for [4-(2,4-dichlorophenyl)-5-imidazol-2-ylpyrimidin-2-yl]{2-[(5-nitro(2-pyridyl))amino]ethyl}amine. Reactants: C(C)S(=O)(=O)C1=CNC2=CC=CC=C12 (3-ethanesulfonyl-1H-indole), ClC1=CC2=C(N(C(=N2)CCl)CCCS(=O)(=O)C)C=C1 (5-chloro-2-(chloromethyl)-1-(3-(methylsulfonyl)propyl)-1H-benzo[d]imidazole), ClC1=CC2=C(N(C(=N2)CCl)CCCS(=O)(=O)C)C=C1 (5-chloro-2-(chloromethyl)-1-(3-(methylsulfonyl)propyl)-1H-benzo[d]imidazole). The product is ClC1=CC2=C(N(C(=N2)CN2C=C(C3=CC=CC=C23)S(=O)(=O)CC)CCCS(=O)(=O)C)C=C1 (5-chloro-2-{[3-(ethylsulfonyl)-1H-indol-1-yl]methyl}-1-[3-(methylsulfonyl)propyl]-1H-benzimidazole). As a reaction SMILES: [CH2:1]([S:3]([C:6]1[C:14]2[C:9](=[CH:10][CH:11]=[CH:12][CH:13]=2)[NH:8][CH:7]=1)(=[O:5])=[O:4])[CH3:2].[Cl:15][C:16]1[CH:33]=[CH:32][C:19]2[N:20]([CH2:25][CH2:26][CH2:27][S:28]([CH3:31])(=[O:30])=[O:29])[C:21]([CH2:23]Cl)=[N:22][C:18]=2[CH:17]=1>>[Cl:15][C:16]1[CH:33]=[CH:32][C:19]2[N:20]([CH2:25][CH2:26][CH2:27][S:28]([CH3:31])(=[O:29])=[O:30])[C:21]([CH2:23][N:8]3[C:9]4[C:14](=[CH:13][CH:12]=[CH:11][CH:10]=4)[C:6]([S:3]([CH2:1][CH3:2])(=[O:4])=[O:5])=[CH:7]3)=[N:22][C:18]=2[CH:17]=1. Reported procedure: Example 1-5 was prepared in analogy to Example 1-2 by using 3-ethanesulfonyl-1H-indole and 5-chloro-2-(chloromethyl)-1-(3-(methylsulfonyl)propyl)-1H-benzo[d]imidazole instead of 3-(methylsulfonyl)-1H-indole and 5-chloro-2-(chloromethyl)-1-(3-(methylsulfonyl)propyl)-1H-benzo[d]imidazole. Reactants: FC=1C=C(C=CC1C(F)(F)F)CC(=O)NC1=C2C=CN(C(C2=CC=C1C)=O)[C@@H](CO)C ((R)-2-(3-fluoro-4-(trifluoromethyl)phenyl)-N-(2-(1-hydroxypropan-2-yl)-6-methyl-1-oxo-1,2-dihydroisoquinolin-5-yl)acetamide), C(Cl)Cl (methylene chloride), C1(=CC=CC=C1)C (toluene), C1=CC=C(C=C1)OP(=O)(N=[N+]=[N-])OC2=CC=CC=C2 (diphenylphosphonic azide), N12CCCCCC2=NCCC1 (1,8-diazabicyclo[5.4.0]undec-7-ene). Run at temperature 0 celsius, time 2 hour. Product: N(=[N+]=[N-])C[C@@H](C)N1C(C2=CC=C(C(=C2C=C1)NC(CC1=CC(=C(C=C1)C(F)(F)F)F)=O)C)=O ((R)—N-(2-(1-Azidopropan-2-yl)-6-methyl-1-oxo-1,2-dihydroisoquinolin-5-yl)-2-(3-fluoro-4-(trifluoromethyl)phenyl)acetamide). Yield: 104.0%. Reaction SMILES: [F:1][C:2]1[CH:3]=[C:4]([CH2:12][C:13]([NH:15][C:16]2[C:25]([CH3:26])=[CH:24][CH:23]=[C:22]3[C:17]=2[CH:18]=[CH:19][N:20]([C@H:28]([CH3:31])[CH2:29]O)[C:21]3=[O:27])=[O:14])[CH:5]=[CH:6][C:7]=1[C:8]([F:11])([F:10])[F:9].C(Cl)Cl.C1(C)C=CC=CC=1.C1C=CC(OP(OC2C=CC=CC=2)([N:51]=[N+:52]=[N-:53])=O)=CC=1.N12CCCN=C1CCCCC2>>[N:51]([CH2:29][C@H:28]([N:20]1[CH:19]=[CH:18][C:17]2[C:22](=[CH:23][CH:24]=[C:25]([CH3:26])[C:16]=2[NH:15][C:13](=[O:14])[CH2:12][C:4]2[CH:5]=[CH:6][C:7]([C:8]([F:11])([F:9])[F:10])=[C:2]([F:1])[CH:3]=2)[C:21]1=[O:27])[CH3:31])=[N+:52]=[N-:53]. Procedure details: A solution of (R)-2-(3-fluoro-4-(trifluoromethyl)phenyl)-N-(2-(1-hydroxypropan-2-yl)-6-methyl-1-oxo-1,2-dihydroisoquinolin-5-yl)acetamide (0.5 g, 0.001 mol) in methylene chloride (20 mL, 0.3 mol) and toluene (10 mL, 0.09 mol) was cooled to 0° C. and treated with diphenylphosphonic azide (600 mg, 0.002 mol), followed by 1,8-diazabicyclo[5.4.0]undec-7-ene (0.3 g, 0.002 mol) under nitrogen. The mixture was stirred at 0° C. for 2 h then allowed to warm to room temperature and was stirred overnight. ... Reactants: [BH4-].[Na+] (sodium borohydride), BrCCCC1=CC=C(C=C1)C(C)=O (p-(3-bromopropyl)acetophenone). Run in CO (methanol). Product: BrCCCC1=CC=C(C=C1)C(O)C (p-(3-bromopropyl)-α-methylbenzenemethanol). RXN SMILES: [BH4-].[Na+].[Br:3][CH2:4][CH2:5][CH2:6][C:7]1[CH:12]=[CH:11][C:10]([C:13](=[O:15])[CH3:14])=[CH:9][CH:8]=1>CO>[Br:3][CH2:4][CH2:5][CH2:6][C:7]1[CH:8]=[CH:9][C:10]([CH:13]([CH3:14])[OH:15])=[CH:11][CH:12]=1 |f:0.1|. Procedure: Also disclosed herein is a method of making 4-vinylbenzenepropanethiol. The method includes providing 1-bromo-3-phenylpropane, adding acetic anhydride and aluminum chloride, incubating the mixture at from about −20 to about 20 degrees Celsius for from about 1 hour to about 12 hours, isolating the resulting p-(3-bromopropyl)acetophenone, adding sodium borohydride to the p-(3-bromopropyl)acetophenone solution in methanol, incubating the mixture at about 0 degrees Celsius for about 2 hours, isolati... Reactants: 6[6-chloro-2-methyl-9-(2-(6-(trifluoromethyl)pyridin-3-yl)ethyl)-2,3,4,9-tetrahydro-1H-pyrido[3,4-b]indole], ClC=1C=C2C(=CNC2=CC1)CCNC (2-(5-chloro-1H-indol-3-yl)-N-methylethanamine), ClC1=CC=C(C=C1)NN ((4-chlorophenyl)hydrazine), COC(CCCNC)OC (4,4-dimethoxy-N-methylbutan-1-amine), C=O (formaldehyde). The product is ClC=1C=C2C3=C(NC2=CC1)CN(CC3)C (6-chloro-2-methyl-2,3,4,9-tetrahydro-1H-pyrido[3,4-b]indole). As a reaction SMILES: [Cl:1][C:2]1[CH:7]=[CH:6][C:5]([NH:8]N)=[CH:4][CH:3]=1.COC(OC)CCCNC.ClC1C=[C:23]2[C:27](=CC=1)NC=[C:24]2[CH2:30][CH2:31][NH:32][CH3:33].C=O>>[Cl:1][C:2]1[CH:7]=[C:6]2[C:5](=[CH:4][CH:3]=1)[NH:8][C:23]1[CH2:27][N:32]([CH3:33])[CH2:31][CH2:30][C:24]2=1. Procedure: Method for the synthesis of compound 6[6-chloro-2-methyl-9-(2-(6-(trifluoromethyl)pyridin-3-yl)ethyl)-2,3,4,9-tetrahydro-1H-pyrido[3,4-b]indole]: (4-chlorophenyl)hydrazine is reacted with 4,4-dimethoxy-N-methylbutan-1-amine (Phytochemistry 1985, 24 (8), 1653-1656) to generate 2-(5-chloro-1H-indol-3-yl)-N-methylethanamine which upon treatment with formaldehyde, under standard Pictet Spingler reaction conditions (U.S. Pat. No. 2,642,438) gives 6-chloro-2-methyl-2,3,4,9-tetrahydro-1H-pyrido[3,4-b]i...